From a dataset of the Open Reaction Database (ORD), a public repository of structured organic reaction records. describe an organic reaction: reactants, conditions, products, and yield Reactants: BrC1=C2CCOC(C2=CC=C1)C(=O)OC (methyl 5-bromo-3,4-dihydro-1H-isochromene-1-carboxylate), O[Li].O (LiOH.H2O). The solvent is CO.C1CCOC1.O (MeOH THF H2O). Run at time 30 minute. The product is BrC1=C2CCOC(C2=CC=C1)C(=O)O (5-bromo-3,4-dihydro-1H-isochromene-1-carboxylic acid). RXN SMILES: [Br:1][C:2]1[CH:11]=[CH:10][CH:9]=[C:8]2[C:3]=1[CH2:4][CH2:5][O:6][CH:7]2[C:12]([O:14]C)=[O:13].O[Li].O>CO.C1COCC1.O>[Br:1][C:2]1[CH:11]=[CH:10][CH:9]=[C:8]2[C:3]=1[CH2:4][CH2:5][O:6][CH:7]2[C:12]([OH:14])=[O:13] |f:1.2,3.4.5|. Procedure: To a solution of methyl 5-bromo-3,4-dihydro-1H-isochromene-1-carboxylate (12.1 g, 42.4 mmol) in 200 mL of MeOH/THF/H2O (2/2/1) was added LiOH.H2O (5.34 g, 0.127 mol), and the mixture was stirred at ambient temperature for 30 min. The solvents were removed under vacuum, and the residue was added 100 mL of water and extracted with ether. The aqueous layer was then acidified with 4 N HCl to pH=4˜5 in ice bath, and extracted with EtOAc. The combined organic phase was washed with brine, dried over an... Reaction SMILES: [Cl:1][C:2]1[CH:3]=[C:4]([CH:9]=[CH:10][CH:11]=1)[C:5]([NH:7][NH2:8])=[O:6].[C:12]1(=[O:18])[O:17][C:15](=[O:16])[CH2:14][CH2:13]1>C(OCC)(=O)C.CCOCC>[Cl:1][C:2]1[CH:3]=[C:4]([CH:9]=[CH:10][CH:11]=1)[C:5]([NH:7][NH:8][C:12](=[O:18])[CH2:13][CH2:14][C:15]([OH:17])=[O:16])=[O:6]. Starting materials: ClC=1C=C(C(=O)NN)C=CC1 (3-Chloro-benzoic acid hydrazide), C1(CCC(=O)O1)=O (succinic anhydride). Isolated yield 94.2%. Run in C(C)(=O)OCC (ethyl acetate), CCOCC (ether). Procedure details: 3-Chloro-benzoic acid hydrazide (3.4 g, 20 mmol) and succinic anhydride (2. g, 20 mmol) was mixed in ethyl acetate (50 ml) at room temperature for 15 min. The reaction mixture was diluted with ether and the precipitate was filtered to give 5.1 g of 4-[N′-(3-chloro-benzoyl)-hydrazino]-4-oxo-butyric acid. 1H-NMR(CDCl3+DMSO-d6) d(ppm): 10.01 (s, 1H), 9.53 (s, 1H), 7.68 (s, 1H), 7.55 (d, 1H), 7.21 (d, 1H), 7.12 (t, 1H) and 2.35 (m, 4H). This solid was mixed with conc. H2SO4 and stirred at room tempe... The product is ClC=1C=C(C(=O)NNC(CCC(=O)O)=O)C=CC1 (4-[N′-(3-chloro-benzoyl)-hydrazino]-4-oxo-butyric acid). The reactants are S1C=NC(=C1)CN1N=CC2=CC(=CC=C12)NC1=NC=NC2=CC=CC(=C12)O[C@H](C(=O)OC)C (methyl (2S)-2-[(4-{[1-(1,3-thiazol-4-ylmethyl)-1H-indazol-5-yl]amino}quinazolin-5-yl)oxy]propanoate), CN (methylamine). Product: CNC([C@H](C)OC1=C2C(=NC=NC2=CC=C1)NC=1C=C2C=NN(C2=CC1)CC=1N=CSC1)=O ((2S)—N-methyl-2-[(4-{[1-(1,3-thiazol-4-ylmethyl)-1H-indazol-5-yl]amino}quinazolin-5-yl)oxy]propanamide). The yield is 85.0%. RXN SMILES: [S:1]1[CH:5]=[C:4]([CH2:6][N:7]2[C:15]3[C:10](=[CH:11][C:12]([NH:16][C:17]4[C:26]5[C:21](=[CH:22][CH:23]=[CH:24][C:25]=5[O:27][C@@H:28]([CH3:33])[C:29]([O:31]C)=O)[N:20]=[CH:19][N:18]=4)=[CH:13][CH:14]=3)[CH:9]=[N:8]2)[N:3]=[CH:2]1.[CH3:34][NH2:35]>>[CH3:34][NH:35][C:29](=[O:31])[C@@H:28]([O:27][C:25]1[CH:24]=[CH:23][CH:22]=[C:21]2[C:26]=1[C:17]([NH:16][C:12]1[CH:11]=[C:10]3[C:15](=[CH:14][CH:13]=1)[N:7]([CH2:6][C:4]1[N:3]=[CH:2][S:1][CH:5]=1)[N:8]=[CH:9]3)=[N:18][CH:19]=[N:20]2)[CH3:33]. Reported procedure: Using the same procedure as in Example 5, methyl (2S)-2-[(4-{[1-(1,3-thiazol-4-ylmethyl)-1H-indazol-5-yl]amino}quinazolin-5-yl)oxy]propanoate (200 mg, 0.43 mmol) was reacted with methylamine to give the title compound as a white solid (170 mg, 85%); NMR Spectrum 1.65 (d, 3H), 2.68 (d, 3H), 5.16 (q, 1H), 5.80 (s, 2H), 7.00 (d, 1H), 7.36 (d, 1H), 7.51 (s, 1H), 7.79-7.71 (m, 3H), 8.12 (s, 1H), 8.39 (m, 1H), 8.52 (m, 2H), 9.05 (s, 1H), 10.68 (br s, 1H); Mass spectrum MH+ 460.